This data is from the Open Reaction Database (ORD), a public repository of structured organic reaction records. The task is: describe an organic reaction: reactants, conditions, products, and yield Reactants: CN(S(=O)(=O)N1C(=NC=C1)CN(C(=O)C=1C=C2CCNCC2=CC1)CC=1N(C=CN1)S(=O)(=O)N(C)C)C (N,N-bis({1-[(dimethylamino)sulfonyl]-1H-imidazol-2-yl}methyl)-1,2,3,4-tetrahydroisoquinoline-6-carboxamide), C(CC)N(C1CCC(CC1)=O)CCC (4-(dipropylamino)cyclohexanone). The product is CN(S(=O)(=O)N1C(=NC=C1)CN(C(=O)C=1C=C2CCN(CC2=CC1)C1CCC(CC1)N(CCC)CCC)CC=1N(C=CN1)S(=O)(=O)N(C)C)C (N,N-bis({1-[(dimethylamino)sulfonyl]-1H-imidazol-2-yl}methyl)-2-[4-(dipropylamino)cyclohexyl]-1,2,3,4-tetrahydroisoquinoline-6-carboxamide). Yield: 75.2%. As a reaction SMILES: [CH3:1][N:2]([CH3:37])[S:3]([N:6]1[CH:10]=[CH:9][N:8]=[C:7]1[CH2:11][N:12]([CH2:25][C:26]1[N:27]([S:31]([N:34]([CH3:36])[CH3:35])(=[O:33])=[O:32])[CH:28]=[CH:29][N:30]=1)[C:13]([C:15]1[CH:16]=[C:17]2[C:22](=[CH:23][CH:24]=1)[CH2:21][NH:20][CH2:19][CH2:18]2)=[O:14])(=[O:5])=[O:4].[CH2:38]([N:41]([CH2:49][CH2:50][CH3:51])[CH:42]1[CH2:47][CH2:46][C:45](=O)[CH2:44][CH2:43]1)[CH2:39][CH3:40]>>[CH3:35][N:34]([CH3:36])[S:31]([N:27]1[CH:28]=[CH:29][N:30]=[C:26]1[CH2:25][N:12]([CH2:11][C:7]1[N:6]([S:3]([N:2]([CH3:37])[CH3:1])(=[O:4])=[O:5])[CH:10]=[CH:9][N:8]=1)[C:13]([C:15]1[CH:16]=[C:17]2[C:22](=[CH:23][CH:24]=1)[CH2:21][N:20]([CH:45]1[CH2:46][CH2:47][CH:42]([N:41]([CH2:49][CH2:50][CH3:51])[CH2:38][CH2:39][CH3:40])[CH2:43][CH2:44]1)[CH2:19][CH2:18]2)=[O:14])(=[O:33])=[O:32]. Procedure: The same operation as in Example 2 was performed, except for using the compound (150 mg) obtained in Example 31 and 4-(dipropylamino)cyclohexanone (269 mg), and then the obtained crude product was purified by silica gel chromatography (dichrolomethane:methanol:28% aqueous ammonia=1:0:0→80:10:1) to obtain the title compound (150 mg) having the following physical properties. Reactants: C(C1=CC=CC=C1)C1CCN(CC1)C(CCC1=NC2=C(N1CCC#N)C=CC=C2)C (3-{2-[3-(4-benzyl-piperidin-1-yl)-butyl]-benzimidazol-1-yl}-propionitrile), C(C)(C)(C)O (tert-butanol), CC(C)([O-])C.[K+] (potassium tert-butoxide), C(C)(=O)OCC (ethyl acetate). Run in CO (methanol), C([O-])(O)=O.[Na+] (sodium bicarbonate), C(C)N(CC)CC (triethylamine). The product is C(C1=CC=CC=C1)C1CCN(CC1)C(CCC1=NC2=C(N1)C=CC=C2)C (2-[3-(4-Benzyl-piperidin-1-yl)-butyl]-1H-benzimidazole). Reaction SMILES: [CH2:1]([CH:8]1[CH2:13][CH2:12][N:11]([CH:14]([CH3:30])[CH2:15][CH2:16][C:17]2[N:21](CCC#N)[C:20]3[CH:26]=[CH:27][CH:28]=[CH:29][C:19]=3[N:18]=2)[CH2:10][CH2:9]1)[C:2]1[CH:7]=[CH:6][CH:5]=[CH:4][CH:3]=1.C(O)(C)(C)C.CC(C)([O-])C.[K+].C(OCC)(=O)C>C(=O)(O)[O-].[Na+].C(N(CC)CC)C.CO>[CH2:1]([CH:8]1[CH2:9][CH2:10][N:11]([CH:14]([CH3:30])[CH2:15][CH2:16][C:17]2[NH:18][C:19]3[CH:29]=[CH:28][CH:27]=[CH:26][C:20]=3[N:21]=2)[CH2:12][CH2:13]1)[C:2]1[CH:7]=[CH:6][CH:5]=[CH:4][CH:3]=1 |f:2.3,5.6|. Procedure: A mixture of 0.32 g of 3-{2-[3-(4-benzyl-piperidin-1-yl)-butyl]-benzimidazol-1-yl}-propionitrile, 100 mL of tert-butanol and 1 g of potassium tert-butoxide was heated to reflux for 10 min. Conversion was complete by TLC (80:20:1 ethyl acetate:methanol:triethylamine). The mixture was cooled, diluted with 10 mL of saturated sodium bicarbonate and concentrated. The residue was partitioned between 3×100 mL of chloroform and 50 mL of water. After drying over magnesium sulfate and concentration under ... Starting materials: C1CCOC1, CC(=O)O, CSC1C(=O)Nc2ccc3ncsc3c21, [Zn]. Product: O=C1Cc2c(ccc3ncsc23)N1. Reaction SMILES: [CH2:20]1[O:21][CH2:22][CH2:23][CH2:24]1.[CH3:16][C:17](=[O:18])[OH:19].[CH3:1][S:2][CH:3]1[C:4](=[O:15])[NH:5][c:6]2[cH:7][cH:8][c:9]3[c:10]([c:11]21)[s:12][cH:13][n:14]3.[Zn:25]>>[CH2:3]1[C:4](=[O:15])[NH:5][c:6]2[cH:7][cH:8][c:9]3[c:10]([c:11]21)[s:12][cH:13][n:14]3. The reactants are NC1=C2CCCC2=CC=C1 (4-aminoindane). The reagents and catalysts are FC(S(=O)(=O)[O-])(F)F.[Sc+3].FC(S(=O)(=O)[O-])(F)F.FC(S(=O)(=O)[O-])(F)F (scandium(III) trifluoromethanesulfonate). Solvent: CC(=O)C (acetone). Conditions: time 5 day. The product is CC1(NC2=C3C(=CC=C2C(=C1)C)CCC3)C (2,2,4-trimethyl-2,7,8,9-tetrahydro-1H-cyclopenta[h]quinoline). Reaction SMILES: [NH2:1][C:2]1[CH:10]=[CH:9][CH:8]=[C:7]2[C:3]=1[CH2:4][CH2:5][CH2:6]2>CC(C)=O.FC(F)(F)S([O-])(=O)=O.[Sc+3].FC(F)(F)S([O-])(=O)=O.FC(F)(F)S([O-])(=O)=O>[CH3:4][C:3]1([CH3:7])[CH:2]=[C:10]([CH3:9])[C:10]2[C:2](=[C:3]3[CH2:4][CH2:5][CH2:6][C:7]3=[CH:8][CH:9]=2)[NH:1]1 |f:2.3.4.5|. Procedure: To a solution of 4-aminoindane (50 g) in acetone (500 ml) was added scandium(III) trifluoromethanesulfonate (10 g), and the mixture was stirred at room temperature for 5 days. Reactants: Cl.NCC(=O)NC(C1=CC=CC=C1)C1=CC=C(C=C1)Cl (rac-2-amino-N-[(4-chloro-phenyl)-phenyl-methyl]-acetamide hydrochloride), CS(=O)(=O)C1=CC=C(C(=O)O)C=C1 (4-methylsulphonylbenzoic acid). Yields the product ClC1=CC=C(C=C1)C(C1=CC=CC=C1)NC(=O)CNC(C1=CC=C(C=C1)S(=O)(=O)C)=O (rac-N-({[(4-Chloro-phenyl)-phenyl-methyl]-carbamoyl}-methyl)-4-methanesulfonyl-benzamide). As a reaction SMILES: Cl.[NH2:2][CH2:3][C:4]([NH:6][CH:7]([C:14]1[CH:19]=[CH:18][C:17]([Cl:20])=[CH:16][CH:15]=1)[C:8]1[CH:13]=[CH:12][CH:11]=[CH:10][CH:9]=1)=[O:5].[CH3:21][S:22]([C:25]1[CH:33]=[CH:32][C:28]([C:29](O)=[O:30])=[CH:27][CH:26]=1)(=[O:24])=[O:23]>>[Cl:20][C:17]1[CH:18]=[CH:19][C:14]([CH:7]([NH:6][C:4]([CH2:3][NH:2][C:29](=[O:30])[C:28]2[CH:27]=[CH:26][C:25]([S:22]([CH3:21])(=[O:24])=[O:23])=[CH:33][CH:32]=2)=[O:5])[C:8]2[CH:13]=[CH:12][CH:11]=[CH:10][CH:9]=2)=[CH:15][CH:16]=1 |f:0.1|. Procedure details: Prepared in analogy to example 1.12 from rac-2-amino-N-[(4-chloro-phenyl)-phenyl-methyl]-acetamide hydrochloride (Example 3.1) and 4-methylsulphonylbenzoic acid.